Dataset: the Open Reaction Database (ORD), a public repository of structured organic reaction records. Task: describe an organic reaction: reactants, conditions, products, and yield Starting materials: O (water), CC1=C(N)C=CC=C1OC (2-methyl-3-(methyloxy)aniline), CC1=C(N)C=CC=C1OC (2-methyl-3-(methyloxy)aniline), N(=O)[O-].[Na+] (NaNO2). Run at temperature 40 celsius, time 2 hour. Reported procedure: To a solution of 2-methyl-3-(methyloxy)aniline (Intermediate 58, 1.31 g) in H2SO4 (6 M, 100 mL) was added portionwise NaNO2 (794 mg, 11 mmol) at 0° C. The mixture was stirred for another 2 hours at 40° C. and water (100 mL) was added. The resulting mixture was extracted with ethyl acetate (3 times 100 mL) and the combined ethyl acetate phases were dried and evaporated. The residue was purified by silica gel column chromatography (PE:EtOAc=5:1) to afford the title compound as a solid (569 mg). Reaction SMILES: [CH3:1][C:2]1[C:8]([O:9][CH3:10])=[CH:7][CH:6]=[CH:5][C:3]=1N.N([O-])=[O:12].[Na+].O>OS(O)(=O)=O>[CH3:1][C:2]1[C:8]([O:9][CH3:10])=[CH:7][CH:6]=[CH:5][C:3]=1[OH:12] |f:1.2|. The yield is 43.1%. Run in OS(=O)(=O)O (H2SO4). The product is CC1=C(C=CC=C1OC)O (2-methyl-3-(methyloxy)phenol). Starting materials: CC(=O)c1ccc(S(=O)(=O)Cl)cc1, O=C(O)C1CC2CCCC2N1, [Na+], CN(C)C=O, [OH-]. Reaction SMILES: [C:14]([CH3:15])(=[O:16])[c:17]1[cH:18][cH:19][c:20]([S:23](=[O:24])(=[O:25])[Cl:26])[cH:21][cH:22]1.[NH:1]1[CH:2]2[CH:3]([CH2:4][CH:5]1[C:6](=[O:7])[OH:8])[CH2:9][CH2:10][CH2:11]2.[Na+:13].[O:27]=[CH:28][N:29]([CH3:30])[CH3:31].[OH-:12]>>[N:1]1([S:23]([c:20]2[cH:19][cH:18][c:17]([C:14]([CH3:15])=[O:16])[cH:22][cH:21]2)(=[O:24])=[O:25])[CH:2]2[CH:3]([CH2:4][CH:5]1[C:6](=[O:7])[OH:8])[CH2:9][CH2:10][CH2:11]2. The product is CC(=O)c1ccc(S(=O)(=O)N2C(C(=O)O)CC3CCCC32)cc1. Starting materials: S(=O)(Cl)Cl (Thionyl chloride), [N+](=O)([O-])C=1C=C(C(=O)O)C=CC1 (3-nitrobenzoic acid). The product is [N+](=O)([O-])C=1C=C(C(=O)Cl)C=CC1 (3-nitrobenzoyl chloride). As a reaction SMILES: S(Cl)([Cl:3])=O.[N+:5]([C:8]1[CH:9]=[C:10]([CH:14]=[CH:15][CH:16]=1)[C:11](O)=[O:12])([O-:7])=[O:6]>>[N+:5]([C:8]1[CH:9]=[C:10]([CH:14]=[CH:15][CH:16]=1)[C:11]([Cl:3])=[O:12])([O-:7])=[O:6]. Procedure details: Thionyl chloride (25 mL) was added to 3-nitrobenzoic acid (3 g, 18 mmol) and the mixture was stirred at reflux for 6 hr. Thionyl chloride was evaporated under reduced pressure and the residues was dried to obtain 3-nitrobenzoyl chloride as a yellow solid. 3-Hydroxyanthranilic acid (0.92 g, 6.0 mmol) and pyridine (1.45 mL, 18.0 mmol) were added to toluene (30 mL) and the mixture was stirred at room temperature for 30 min. Then 3-nitrobenzoyl chloride prepared above (3.34 g, 18 mmol) was added. Th... The reactants are Cc1ccccc1, [Cl-], [Cl-], O=C(Cl)CCCl, N#Cc1nn(-c2c(Cl)cc(C(F)(F)F)cc2Cl)c(N)c1SC(F)(F)F, [Zn+2]. The product is N#Cc1nn(-c2c(Cl)cc(C(F)(F)F)cc2Cl)c(NC(=O)CCCl)c1SC(F)(F)F. As a reaction SMILES: [CH3:32][c:33]1[cH:34][cH:35][cH:36][cH:37][cH:38]1.[Cl-:39].[Cl-:41].[Cl:26][CH2:27][CH2:28][C:29](=[O:30])[Cl:31].[NH2:1][c:2]1[c:3]([S:21][C:22]([F:23])([F:24])[F:25])[c:4]([C:19]#[N:20])[n:5][n:6]1-[c:7]1[c:8]([Cl:18])[cH:9][c:10]([C:14]([F:15])([F:16])[F:17])[cH:11][c:12]1[Cl:13].[Zn+2:40]>>[NH:1]([c:2]1[c:3]([S:21][C:22]([F:23])([F:24])[F:25])[c:4]([C:19]#[N:20])[n:5][n:6]1-[c:7]1[c:8]([Cl:18])[cH:9][c:10]([C:14]([F:15])([F:16])[F:17])[cH:11][c:12]1[Cl:13])[C:29]([CH2:28][CH2:27][Cl:26])=[O:30]. Reactants: [Cl-].C(C)OC(=O)C=1N=C(SC1)C1CC[NH2+]CC1 (4-[4-(Ethoxycarbonyl)-1,3-thiazol-2-yl]piperidinium chloride), ClC=1C(=NN(C1C)CC(=O)O)C(F)(F)F ([4-chloro-5-methyl-3-(trifluoromethyl)-1H-pyrazol-1-yl]acetic acid). Yields the product ClC=1C(=NN(C1C)CC(=O)N1CCC(CC1)C=1SC=C(N1)C(=O)OCC)C(F)(F)F (Ethyl 2-(1-{[4-chloro-5-methyl-3-(trifluoromethyl)-1H-pyrazol-1-yl]acetyl}piperidin-4-yl)-1,3-thiazole-4-carboxylate). As a reaction SMILES: [Cl-].[CH2:2]([O:4][C:5]([C:7]1[N:8]=[C:9]([CH:12]2[CH2:17][CH2:16][NH2+:15][CH2:14][CH2:13]2)[S:10][CH:11]=1)=[O:6])[CH3:3].[Cl:18][C:19]1[C:20]([C:29]([F:32])([F:31])[F:30])=[N:21][N:22]([CH2:25][C:26](O)=[O:27])[C:23]=1[CH3:24]>>[Cl:18][C:19]1[C:20]([C:29]([F:31])([F:30])[F:32])=[N:21][N:22]([CH2:25][C:26]([N:15]2[CH2:16][CH2:17][CH:12]([C:9]3[S:10][CH:11]=[C:7]([C:5]([O:4][CH2:2][CH3:3])=[O:6])[N:8]=3)[CH2:13][CH2:14]2)=[O:27])[C:23]=1[CH3:24] |f:0.1|. Procedure: 4-[4-(Ethoxycarbonyl)-1,3-thiazol-2-yl]piperidinium chloride (VI-1, 5.50 g) is reacted analogously to Example IV-1 with [4-chloro-5-methyl-3-(trifluoromethyl)-1H-pyrazol-1-yl]acetic acid (4.82 g). This gives, after chromatographic purification, ethyl 2-(1-{[4-chloro-5-methyl-3-(trifluoromethyl)-1H-pyrazol-1-yl]acetyl}piperidin-4-yl)-1,3-thiazole-4-carboxylate (6.00 g, 65%). Starting materials: [Li]CCCC, CN(C)CCN(C)C, CCCCCC, Cc1ccccc1, CCOCC, Cc1nc(-c2c(Cl)cccc2Cl)no1, Cl, O=C=O, O. Yields the product O=C(O)Cc1nc(-c2c(Cl)cccc2Cl)no1. RXN SMILES: [CH2:1]([Li:2])[CH2:3][CH2:4][CH3:5].[CH3:20][N:21]([CH3:22])[CH2:23][CH2:24][N:25]([CH3:26])[CH3:27].[CH3:32][CH2:33][CH2:34][CH2:35][CH2:36][CH3:37].[CH3:38][c:39]1[cH:40][cH:41][cH:42][cH:43][cH:44]1.[CH3:46][CH2:47][O:48][CH2:49][CH3:50].[Cl:6][c:7]1[c:8](-[c:14]2[n:15][o:16][c:17]([CH3:19])[n:18]2)[c:9]([Cl:13])[cH:10][cH:11][cH:12]1.[ClH:31].[O:28]=[C:29]=[O:30].[OH2:45]>>[Cl:6][c:7]1[c:8](-[c:14]2[n:15][o:16][c:17]([CH2:19][C:29](=[O:28])[OH:30])[n:18]2)[c:9]([Cl:13])[cH:10][cH:11][cH:12]1. Reactants: O (water), C(C)OC(=O)C1C(N(CC1)C1=CC=C(C=C1)OCC1=CC(=CC=C1)F)=O (1-[4-(3-Fluoro-benzyloxy)-phenyl]-2-oxo-pyrrolidine-3-carboxylic acid ethyl ester), solution, CN (methylamine). Run in CN(C=O)C (N,N-dimethylformamide), C(C)O (ethanol). Conditions: temperature 120 celsius. Product: CNC(=O)C1C(N(CC1)C1=CC=C(C=C1)OCC1=CC(=CC=C1)F)=O ((RS)-1-[4-(3-Fluoro-benzyloxy)-phenyl]-2-oxo-pyrrolidine-3-carboxylic Acid Methylamide). The yield is 14.0%. As a reaction SMILES: C([O:3][C:4]([CH:6]1[CH2:10][CH2:9][N:8]([C:11]2[CH:16]=[CH:15][C:14]([O:17][CH2:18][C:19]3[CH:24]=[CH:23][CH:22]=[C:21]([F:25])[CH:20]=3)=[CH:13][CH:12]=2)[C:7]1=[O:26])=O)C.[CH3:27][NH2:28].O>CN(C)C=O.C(O)C>[CH3:27][NH:28][C:4]([CH:6]1[CH2:10][CH2:9][N:8]([C:11]2[CH:16]=[CH:15][C:14]([O:17][CH2:18][C:19]3[CH:24]=[CH:23][CH:22]=[C:21]([F:25])[CH:20]=3)=[CH:13][CH:12]=2)[C:7]1=[O:26])=[O:3]. Procedure: 300 mg (0.84 mmol) 1-[4-(3-Fluoro-benzyloxy)-phenyl]-2-oxo-pyrrolidine-3-carboxylic acid ethyl ester is dissolved in 2 ml N,N-dimethylformamide. 0.17 ml (4.2 mmol) of a 33% solution of methylamine in ethanol is added. The reaction vessel is tightly stoppered and heated to 120° C. for 24 hours. Addition of water precipitates the crude material. Chromatography (silica gel, dichloromethane/methanol) yields 41 mg (14%) of a yellowish solid. MS: m/e=343.2 (M+H)+. The reactants are C1(CCCCC1)P(C1=C(C=CC=C1)C1=C(C=CC=C1)N(C)C)C1CCCCC1 (2-dicyclohexylphosphino-2′-(N,N-dimethylamino)biphenyl), [Si](C)(C)(C(C)(C)C)OC1=CC(=C(C(=C1)C)B(O)O)C ((4-{[tert-butyl(dimethyl)silyl]oxy}-2,6-dimethylphenyl)boronic acid), BrC=1C=C(C(=O)OC)C=CC1OC(C)C (methyl 3-bromo-4-isopropoxybenzoate). Reagents/catalysts: C=1C=CC(=CC1)/C=C/C(=O)/C=C/C2=CC=CC=C2.C=1C=CC(=CC1)/C=C/C(=O)/C=C/C2=CC=CC=C2.C=1C=CC(=CC1)/C=C/C(=O)/C=C/C2=CC=CC=C2.[Pd].[Pd] (tris(dibenzylideneacetone)dipalladium(0)). Solvent: C([O-])([O-])=O.[Na+].[Na+] (sodium carbonate), C1(=CC=CC=C1)C (toluene), [Cl-].[Na+].O (brine). Product: [Si](C)(C)(C(C)(C)C)OC1=CC(=C(C(=C1)C)C1=CC(=CC=C1OC(C)C)C(=O)OC)C (methyl 4′-{[tert-butyl(dimethyl)silyl]oxy}-6-isopropoxy-2′,6′-dimethylbiphenyl-3-carboxylate). Isolated yield 81.8%. As a reaction SMILES: [Si:1]([O:8][C:9]1[CH:14]=[C:13]([CH3:15])[C:12](B(O)O)=[C:11]([CH3:19])[CH:10]=1)([C:4]([CH3:7])([CH3:6])[CH3:5])([CH3:3])[CH3:2].Br[C:21]1[CH:22]=[C:23]([CH:28]=[CH:29][C:30]=1[O:31][CH:32]([CH3:34])[CH3:33])[C:24]([O:26][CH3:27])=[O:25].C1(P(C2CCCCC2)C2C=CC=CC=2C2C=CC=CC=2N(C)C)CCCCC1>C(=O)([O-])[O-].[Na+].[Na+].C1(C)C=CC=CC=1.[Cl-].[Na+].O.C1C=CC(/C=C/C(/C=C/C2C=CC=CC=2)=O)=CC=1.C1C=CC(/C=C/C(/C=C/C2C=CC=CC=2)=O)=CC=1.C1C=CC(/C=C/C(/C=C/C2C=CC=CC=2)=O)=CC=1.[Pd].[Pd]>[Si:1]([O:8][C:9]1[CH:14]=[C:13]([CH3:15])[C:12]([C:29]2[C:30]([O:31][CH:32]([CH3:34])[CH3:33])=[CH:21][CH:22]=[C:23]([C:24]([O:26][CH3:27])=[O:25])[CH:28]=2)=[C:11]([CH3:19])[CH:10]=1)([C:4]([CH3:7])([CH3:6])[CH3:5])([CH3:3])[CH3:2] |f:3.4.5,7.8.9,10.11.12.13.14|. Procedure details: A mixture of (4-{[tert-butyl(dimethyl)silyl]oxy}-2,6-dimethylphenyl)boronic acid (500 mg, 1.83 mmol) and methyl 3-bromo-4-isopropoxybenzoate (667 mg, 2.38 mmol) was dissolved in a mixture of 2 M aqueous sodium carbonate solution (2.38 mL) and toluene (20 mL), and after argon substitution, 2-dicyclohexylphosphino-2′-(N,N-dimethylamino)biphenyl (118 mg, 0.29 mmol) and tris(dibenzylideneacetone)dipalladium(0) (67.0 mg, 0.07 mmol) were added. The reaction mixture was heated under reflux under an arg...